Dataset: the Open Reaction Database (ORD), a public repository of structured organic reaction records. Task: describe an organic reaction: reactants, conditions, products, and yield Reactants: O=C=Nc1ccc(Cl)cc1, NC(=O)c1c(Cl)cncc1Cl, Cc1ccccc1C. Product: O=C(NC(=O)c1c(Cl)cncc1Cl)Nc1ccc(Cl)cc1. RXN SMILES: [Cl:12][c:13]1[cH:14][cH:15][c:16]([N:19]=[C:20]=[O:21])[cH:17][cH:18]1.[Cl:1][c:2]1[cH:3][n:4][cH:5][c:6]([Cl:11])[c:7]1[C:8](=[O:9])[NH2:10].[c:22]1([CH3:23])[c:24]([CH3:25])[cH:26][cH:27][cH:28][cH:29]1>>[Cl:1][c:2]1[cH:3][n:4][cH:5][c:6]([Cl:11])[c:7]1[C:8](=[O:9])[NH:10][C:20]([NH:19][c:16]1[cH:15][cH:14][c:13]([Cl:12])[cH:18][cH:17]1)=[O:21]. The reactants are FC=1C=C(C=C(C1)F)CC(=O)N[C@@H](C)C(=O)O (N-(3,5-Difluorophenylacetyl)-L-alanine), NC1C(NC(C2=CC=CC=C12)C=1C=NC=CC1)=O (4-Amino-1-(pyrid-3-yl)-1,2,3,4-tetrahydroisoquinolin-3-one). Yields the product FC=1C=C(C=C(C1)F)CC(=O)N[C@@H](C)C(=O)NC1C(NC(C2=CC=CC=C12)C)=O (4-(N′-(3,5-Difluorophenylacetyl)-L-alaninyl)amino-1-methyl-1,2,3,4-tetrahydroisoquinolin-3-one). Reaction SMILES: [F:1][C:2]1[CH:3]=[C:4]([CH2:9][C:10]([NH:12][C@H:13]([C:15]([OH:17])=O)[CH3:14])=[O:11])[CH:5]=[C:6]([F:8])[CH:7]=1.[NH2:18][CH:19]1[C:28]2[C:23](=[CH:24][CH:25]=[CH:26][CH:27]=2)[CH:22]([C:29]2C=NC=CC=2)[NH:21][C:20]1=[O:35]>>[F:8][C:6]1[CH:5]=[C:4]([CH2:9][C:10]([NH:12][C@H:13]([C:15]([NH:18][CH:19]2[C:28]3[C:23](=[CH:24][CH:25]=[CH:26][CH:27]=3)[CH:22]([CH3:29])[NH:21][C:20]2=[O:35])=[O:17])[CH3:14])=[O:11])[CH:3]=[C:2]([F:1])[CH:7]=1. Procedure details: Following General Procedure D above using N-(3,5-difluorophenylacetyl)-L-alanine (Example B) and 4-amino-1-methyl-1,2,3,4-tetrahydroisoquinoline-3-one (General Procedure 5-D), the title compound was prepared as a solid having a melting point of 205-206° C. Starting materials: O=C(C(=O)OCC)C=1C=C2C3(C(N(C2=CC1)C)N(CC3)C)C (1,2,3,3a,8,8a-hexahydro-α-oxo-1,3a,8-trimethyl-5-pyrrolo[2,3-b]indole acetic acid, ethyl ester). The reagents and catalysts are [Ti] (titanium). The solvent is C(CCCCC)O (n-hexyl alcohol). Yields the product O=C(C(=O)OCCCCCC)C=1C=C2C3(C(N(C2=CC1)C)N(CC3)C)C (1,2,3,3a,8,8a-hexahydro-α-oxo-1,3a,8 -trimethyl-5-pyrrolo[2,3-b]indole acetic acid, n-hexyl ester). The yield is 164.8%. Reaction SMILES: [O:1]=[C:2]([C:8]1[CH:9]=[C:10]2[C:14](=[CH:15][CH:16]=1)[N:13]([CH3:17])[CH:12]1[N:18]([CH3:21])[CH2:19][CH2:20][C:11]21[CH3:22])[C:3]([O:5][CH2:6][CH3:7])=[O:4]>C(O)CCCCC.[Ti]>[O:1]=[C:2]([C:8]1[CH:9]=[C:10]2[C:14](=[CH:15][CH:16]=1)[N:13]([CH3:17])[CH:12]1[N:18]([CH3:21])[CH2:19][CH2:20][C:11]21[CH3:22])[C:3]([O:5][CH2:6][CH2:7][CH2:3][CH2:2][CH2:8][CH3:16])=[O:4]. Procedure: To a stirred solution of 1,2,3,3a,8,8a-hexahydro-α-oxo-1,3a,8-trimethyl-5-pyrrolo[2,3-b]indole acetic acid, ethyl ester (3.0 g) in n-hexyl alcohol (73.6 ml) was added at 0° C. under a nitrogen atmosphere, titanium IV ethoxide (0.83 ml). The mixture was warmed to room temperature and heated for 2 hours keeping the temperature between 60°-80° C. The excess n-hexyl alcohol was removed by distillation under high vacuum. The residue was taken up in ethyl acetate, washed twice with 100 ml portions of ...